Dataset: the Open Reaction Database (ORD), a public repository of structured organic reaction records. Task: describe an organic reaction: reactants, conditions, products, and yield Starting materials: 276, Cl[O-].[Ca+2].Cl[O-] (calcium hypochlorite), S(=S)(=O)([O-])[O-].[Na+].[Na+] (sodium thiosulfate), Cl (hydrochloric acid), NC(C#N)(CC(C)(C)OC)C (2-amino-4-methoxy-2,4-dimethylpentanonitrile). Run in CO (methanol), CO (methanol), O (water). Run at time 45 minute. Yields the product N(=NC(C#N)(CC(C)C)C)C(C#N)(CC(C)C)C (2,2'-azobis (2,4-dimethylvaleronitrile)). RXN SMILES: Cl[O-].[Ca+2].Cl[O-].[NH2:6][C:7]([CH3:16])([CH2:10][C:11](OC)([CH3:13])[CH3:12])[C:8]#[N:9].S([O-])([O-])(=O)=S.[Na+].[Na+].Cl>O.CO>[N:6]([C:7]([CH3:16])([CH2:10][CH:11]([CH3:13])[CH3:12])[C:8]#[N:9])=[N:6][C:7]([CH3:16])([CH2:10][CH:11]([CH3:13])[CH3:12])[C:8]#[N:9] |f:0.1.2,4.5.6|. Procedure: To a mixture of 276 parts of methanol and 129 parts of 10% aqueous calcium hypochlorite at -10°C. are added with agitation 15.6 parts of 2-amino-4-methoxy-2,4-dimethylpentanonitrile. The mixture was stirred for approximately 45 minutes while the temperature was allowed to rise to 10°C. At this point in the reaction methanol constitutes 75 volume percent of the aqueous solvent. Titration with sodium thiosulfate as described in Example 1 showed 0.045 equivalent of oxidizing agents in the reaction ...